Dataset: the Open Reaction Database (ORD), a public repository of structured organic reaction records. Task: describe an organic reaction: reactants, conditions, products, and yield Starting materials: ClC(C1OC2=C(C(O1)C(Cl)(Cl)Cl)C=C(C=C2)C(=O)OCC)(Cl)Cl (ethyl 2,4-bis(trichloromethyl)benzo[1,3]dioxin-6-carboxylate), O.NN (hydrazine hydrate). Yields the product ClC(=C1OC(OC2=C1C=C(C=C2)C(=O)NN)C(Cl)(Cl)Cl)Cl (4-dichloromethylene-2-trichloromethylbenzo[1,3]dioxin-6-carbohydrazide). The solvent is C(C)O (ethanol). As a reaction SMILES: [Cl:1][C:2]([Cl:23])([Cl:22])[CH:3]1[O:8][CH:7]([C:9](Cl)([Cl:11])[Cl:10])[C:6]2[CH:13]=[C:14]([C:17](OCC)=[O:18])[CH:15]=[CH:16][C:5]=2[O:4]1.O.[NH2:25][NH2:26]>C(O)C>[Cl:10][C:9]([Cl:11])=[C:7]1[C:6]2[CH:13]=[C:14]([C:17]([NH:25][NH2:26])=[O:18])[CH:15]=[CH:16][C:5]=2[O:4][CH:3]([C:2]([Cl:23])([Cl:22])[Cl:1])[O:8]1 |f:1.2|. Procedure details: A mixture of ethyl 2,4-bis(trichloromethyl)benzo[1,3]dioxin-6-carboxylate (6.4 g.), 100% hydrazine hydrate (3 ml.) and ethanol (30 ml.) was warmed on the steam bath for 30 hours. The reaction mixture was cooled, and then evaporated to dryness under reduced pressure. The oily residue was triturated with petroleum ether (b.p. 60°-80° C.) and the solid product thus obtained was crystallised from ethanol, to give 4-dichloromethylene-2-trichloromethylbenzo[1,3]dioxin-6-carbohydrazide, m.p. 182°-183° ... The reactants are N#CCBr, CC#N, CC(C)(C)OC(=O)N1CCCC(C(O)c2ccc(F)c(Cl)c2)C1, [H-], [Na+]. Product: CC(C)(C)OC(=O)N1CCCC(C(OCC#N)c2ccc(F)c(Cl)c2)C1. RXN SMILES: [Br:26][CH2:27][C:28]#[N:29].[CH3:30][C:31]#[N:32].[Cl:1][c:2]1[cH:3][c:4]([CH:9]([CH:10]2[CH2:11][N:12]([C:16](=[O:17])[O:18][C:19]([CH3:20])([CH3:21])[CH3:22])[CH2:13][CH2:14][CH2:15]2)[OH:23])[cH:5][cH:6][c:7]1[F:8].[H-:25].[Na+:24]>>[Cl:1][c:2]1[cH:3][c:4]([CH:9]([CH:10]2[CH2:11][N:12]([C:16](=[O:17])[O:18][C:19]([CH3:20])([CH3:21])[CH3:22])[CH2:13][CH2:14][CH2:15]2)[O:23][CH2:27][C:28]#[N:29])[cH:5][cH:6][c:7]1[F:8]. The yield is 35.4%. Reported procedure: To a solution of 4-benzylpiperidine (10.0 g, 57 mmol) and DBU (85 μl, 0.57 mmol) in THF (10 ml) was dropwise added a solution of acrolein (90%, 3.2 g, 57 mmol) in THF (2 ml) at −20° C. with stirring over a period of 10 minutes. The mixture was stirred for 1 hour while the temperature of the mixture was elevating from −20° C. to −10° C. To the mixture were added benzylamine (6.1 g, 57 mmol), sodium triacetoxyborohydride (24.2 g, 114 mmol), successively, at −10° C., and the mixture was stirred 19 ... Run in C1CCOC1 (THF), C1CCOC1 (THF). Reagents/catalysts: C1CCC2=NCCCN2CC1 (DBU). Run at time 10 minute. Reaction SMILES: [CH2:1]([CH:8]1[CH2:13][CH2:12][NH:11][CH2:10][CH2:9]1)[C:2]1[CH:7]=[CH:6][CH:5]=[CH:4][CH:3]=1.[CH:14]([CH:16]=[CH2:17])=O.[CH2:18]([NH2:25])[C:19]1[CH:24]=[CH:23][CH:22]=[CH:21][CH:20]=1.C(O[BH-](OC(=O)C)OC(=O)C)(=O)C.[Na+].[OH-].[Na+]>C1COCC1.C1CCN2C(=NCCC2)CC1>[CH2:1]([CH:8]1[CH2:13][CH2:12][N:11]([CH2:17][CH2:16][CH2:14][NH:25][CH2:18][C:19]2[CH:24]=[CH:23][CH:22]=[CH:21][CH:20]=2)[CH2:10][CH2:9]1)[C:2]1[CH:7]=[CH:6][CH:5]=[CH:4][CH:3]=1 |f:3.4,5.6|. Reactants: [OH-].[Na+] (sodium hydroxide), C(C1=CC=CC=C1)N (benzylamine), C(C)(=O)O[BH-](OC(C)=O)OC(C)=O.[Na+] (sodium triacetoxyborohydride), C(C1=CC=CC=C1)C1CCNCC1 (4-benzylpiperidine), C(=O)C=C (acrolein). Yields the product C(C1=CC=CC=C1)C1CCN(CC1)CCCNCC1=CC=CC=C1 (N-[3-(4-Benzyl-1-piperidinyl)propyl]benzylamine). Reactants: CC(C)c1nc(C(=O)N2CCOC3(CCN(CCOc4ccccc4CCOCCC(=O)OC(C)(C)C)CC3)C2)cs1, ClCCl, O=C(O)C(F)(F)F. Product: CC(C)c1nc(C(=O)N2CCOC3(CCN(CCOc4ccccc4CCOCCC(=O)O)CC3)C2)cs1. RXN SMILES: [CH:8]([CH3:9])([CH3:10])[c:11]1[s:12][cH:13][c:14]([C:16](=[O:17])[N:18]2[CH2:19][CH2:20][O:21][C:22]3([CH2:23]2)[CH2:24][CH2:25][N:26]([CH2:29][CH2:30][O:31][c:32]2[c:33]([CH2:34][CH2:35][O:36][CH2:37][CH2:38][C:39](=[O:40])[O:41][C:42]([CH3:43])([CH3:44])[CH3:45])[cH:46][cH:47][cH:48][cH:49]2)[CH2:27][CH2:28]3)[n:15]1.[Cl:50][CH2:51][Cl:52].[OH:1][C:2]([C:3]([F:4])([F:5])[F:6])=[O:7]>>[CH:8]([CH3:9])([CH3:10])[c:11]1[s:12][cH:13][c:14]([C:16](=[O:17])[N:18]2[CH2:19][CH2:20][O:21][C:22]3([CH2:23]2)[CH2:24][CH2:25][N:26]([CH2:29][CH2:30][O:31][c:32]2[c:33]([CH2:34][CH2:35][O:36][CH2:37][CH2:38][C:39](=[O:40])[OH:41])[cH:46][cH:47][cH:48][cH:49]2)[CH2:27][CH2:28]3)[n:15]1. Reactants: C(C1=CC=CC=C1)OC(=O)NC=1C(=NC2=CC(=CC=C2C1)Br)C(=O)NC=1C=NC=CC1N1C[C@H](CCC1)NC(OCC1=CC=CC=C1)=O (benzyl [(3S)-1-(3-{[(3-{[(benzyloxy)carbonyl]amino}-7-bromoquinolin-2-yl)carbonyl]amino}pyridin-4-yl)piperidin-3-yl]carbamate), CC1(OB(OC1(C)C)C=1CCN(CC1)C(=O)OCC1=CC=CC=C1)C (benzyl 4-(4,4,5,5-tetramethyl-1,3,2-dioxaborolan-2-yl)-3,6-dihydropyridine-1(2H)-carboxylate), [O-]P(=O)([O-])[O-].[K+].[K+].[K+] (K3PO4), Teflon. The reagents and catalysts are CC(C)C1=CC(=C(C(=C1)C(C)C)C2=CC(=CC=C2)P(C3CCCCC3)C4CCCCC4)C(C)C.C1=CC=C([C-]=C1)C2=CC=CC=C2N.Cl[Pd+] (chloro(2-dicyclohexylphosphino-2′,4′,6′-triisopropyl-1,1′-biphenyl)[2-(2′-amino-1,1′-biphenyl)]palladium(II)), [Pd] (Pd on carbon). Reaction conditions: temperature 60 celsius, time 15 hour. Yields the product NC=1C(=NC2=CC(=CC=C2C1)C1CCNCC1)C(=O)NC=1C=NC=CC1N1C[C@H](CCC1)N (3-Amino-N-{4-[(3S)-3-aminopiperidin-1-yl]pyridin-3-yl}-7-piperidin-4-ylquinoline-2-carboxamide), tetrakistrifluoroacetate. The yield is 18.0%. As a reaction SMILES: C(OC([NH:11][C:12]1[C:13]([C:23]([NH:25][C:26]2[CH:27]=[N:28][CH:29]=[CH:30][C:31]=2[N:32]2[CH2:37][CH2:36][CH2:35][C@H:34]([NH:38]C(=O)OCC3C=CC=CC=3)[CH2:33]2)=[O:24])=[N:14]C2C([CH:21]=1)=CC=C(Br)C=2)=O)C1C=CC=CC=1.CC1(C)C(C)(C)OB(C2CCN(C(O[CH2:66][C:67]3[CH:72]=[CH:71][CH:70]=[CH:69][CH:68]=3)=O)CC=2)O1.[O-]P([O-])([O-])=O.[K+].[K+].[K+]>CC(C1C=C(C(C)C)C(C2C=CC=C(P(C3CCCCC3)C3CCCCC3)C=2)=C(C(C)C)C=1)C.C1C=[C-]C(C2C(N)=CC=CC=2)=CC=1.Cl[Pd+].[Pd]>[NH2:11][C:12]1[C:13]([C:23]([NH:25][C:26]2[CH:27]=[N:28][CH:29]=[CH:30][C:31]=2[N:32]2[CH2:37][CH2:36][CH2:35][C@H:34]([NH2:38])[CH2:33]2)=[O:24])=[N:14][C:71]2[C:70]([CH:21]=1)=[CH:69][CH:68]=[C:67]([CH:66]1[CH2:31][CH2:26][NH:25][CH2:23][CH2:13]1)[CH:72]=2 |f:2.3.4.5,6.7.8|. Procedure: To a screw-cap vial equipped with a magnetic stir bar was added benzyl [(3S)-1-(3-{[(3-{[(benzyloxy)carbonyl]amino}-7-bromoquinolin-2-yl)carbonyl]amino}pyridin-4-yl)piperidin-3-yl]carbamate (56.4 mg, 0.0795 mmol), benzyl 4-(4,4,5,5-tetramethyl-1,3,2-dioxaborolan-2-yl)-3,6-dihydropyridine-1(2H)-carboxylate (Ark Pharm, 48.2 mg, 0.140 mmol), chloro(2-dicyclohexylphosphino-2′,4′,6′-triisopropyl-1,1′-biphenyl)[2-(2′-amino-1,1′-biphenyl)]palladium(II) (Aldrich, 3.2 mg, 0.0041 mmol) and K3PO4 (53.4 mg,...